This data is from the Open Reaction Database (ORD), a public repository of structured organic reaction records. The task is: describe an organic reaction: reactants, conditions, products, and yield The reactants are O=[N+]([O-])c1ccc(OCCBr)cc1, O=C([O-])[O-], [K+], [K+], CN(C)C=O, Cc1cc(C)nc(O)c1. The product is Cc1cc(C)nc(OCCOc2ccc([N+](=O)[O-])cc2)c1. Reaction SMILES: [Br:16][CH2:17][CH2:18][O:19][c:20]1[cH:21][cH:22][c:23]([N+:26](=[O:27])[O-:28])[cH:24][cH:25]1.[C:10](=[O:11])([O-:12])[O-:13].[K+:14].[K+:15].[O:29]=[CH:30][N:31]([CH3:32])[CH3:33].[OH:1][c:2]1[n:3][c:4]([CH3:9])[cH:5][c:6]([CH3:8])[cH:7]1>>[O:1]([c:2]1[n:3][c:4]([CH3:9])[cH:5][c:6]([CH3:8])[cH:7]1)[CH2:17][CH2:18][O:19][c:20]1[cH:21][cH:22][c:23]([N+:26](=[O:27])[O-:28])[cH:24][cH:25]1. Starting materials: OC1=C(C(=CC(=C1CC=C(C)C)OCOC)OCOC)C(C)=O (2'-hydroxy-4',6'-bis(methoxymethoxy)-3'-(3-methyl-2-butenyl)acetophenone). Solvent: CO (methanol). Product: COCOC1=CC=C(C=O)C=C1 (p-methoxymethoxybenzaldehyde). The yield is 100.1%. As a reaction SMILES: O[C:2]1[C:7](CC=C(C)C)=[C:6]([O:13][CH2:14][O:15][CH3:16])[CH:5]=[C:4](OCOC)[C:3]=1[C:21](=[O:23])C>CO>[CH3:16][O:15][CH2:14][O:13][C:6]1[CH:7]=[CH:2][C:3]([CH:21]=[O:23])=[CH:4][CH:5]=1. Procedure details: In 30 ml of methanol were dissolved 14.73 g of the 2'-hydroxy-4',6'-bis(methoxymethoxy)-3'-(3-methyl-2-butenyl)acetophenone obtained in Production Example 13 and 7.55 g of the p-methoxymethoxybenzaldehyde obtained in Production Example 25, and a saturated solution of sodium hydroxide in methanol was added to the solution and the mixture was stirred at room temperature for 1 day to effect a reaction. After the reaction, the reaction mixture was carefully neutralized with dilute hydrochloric acid ... Reactants: N[C@H](CNC=1N(C(C(=C(N1)C1=CC=NC=C1)N1C(C2=CC=CC=C2C1)=O)=O)C)CC1=CC=CC=C1 (2-[2-(2 (S)-Amino-3-phenyl-propylamino)-1-methyl-6-oxo-4-pyridin-4-yl-1,6-dihydro-pyrimidin-5-yl]-2,3-dihydro-isoindol-1-one), [2H]C(C#N)([2H])[2H].[2H]O[2H] (CD3CN D2O). Product: N[C@H](CNC=1N(C(C(=C(N1)C1=CC=NC=C1)N1C(C2=CC=CC=C2C1)=O)=O)C)CC1CCCCC1 (2-[2-(2-(S)-Amino-3-cyclohexyl-propylamino)-1-methyl-6-oxo-4-pyridin-4-yl-1,6-dihydro-pyrimidin-5-yl]-2,3-dihydro-isoindol-1-one). RXN SMILES: [NH2:1][C@@H:2]([CH2:29][C:30]1[CH:35]=[CH:34][CH:33]=[CH:32][CH:31]=1)[CH2:3][NH:4][C:5]1[N:6]([CH3:28])[C:7](=[O:27])[C:8]([N:17]2[CH2:25][C:24]3[C:19](=[CH:20][CH:21]=[CH:22][CH:23]=3)[C:18]2=[O:26])=[C:9]([C:11]2[CH:16]=[CH:15][N:14]=[CH:13][CH:12]=2)[N:10]=1.[2H]C([2H])([2H])C#N.[2H]O[2H]>>[NH2:1][C@@H:2]([CH2:29][CH:30]1[CH2:35][CH2:34][CH2:33][CH2:32][CH2:31]1)[CH2:3][NH:4][C:5]1[N:6]([CH3:28])[C:7](=[O:27])[C:8]([N:17]2[CH2:25][C:24]3[C:19](=[CH:20][CH:21]=[CH:22][CH:23]=3)[C:18]2=[O:26])=[C:9]([C:11]2[CH:16]=[CH:15][N:14]=[CH:13][CH:12]=2)[N:10]=1 |f:1.2|. Procedure: The compound was prepared similar to that of 2-[2-(2 (S)-Amino-3-phenyl-propylamino)-1-methyl-6-oxo-4-pyridin-4-yl-1,6-dihydro-pyrimidin-5-yl]-2,3-dihydro-isoindol-1-one (Example 12). M+1=473. NMR H1 (CD3CN/D2O) m (2H, 0.85 ppm), m (3H, 1.15 ppm), m (8H, 1.4–1.7 ppm), s (3H, 3.4 ppm), m (2H, 3.5 ppm), m (1H, 3.7 ppm), t (1H, 4.45 ppm), dd (1H, 4.95 ppm), t (1H, 7.55 ppm), t (1H, 7.6 ppm), m (2H, 7.7 ppm), d (2H, 8.1 ppm), d (2H, 8.7 ppm). The reactants are C1(CCCCC1)N (cyclohexylamine), SC=1SC2=C(N1)C=CC=C2 (2-mercaptobenzothiazole), C1(CCCCC1)N (cyclohexylamine), SC=1SC2=C(N1)C=CC=C2 (2-mercaptobenzothiazole), OO (hydrogen peroxide). Reaction SMILES: [CH:1]1([NH2:7])[CH2:6][CH2:5][CH2:4][CH2:3][CH2:2]1.[SH:8][C:9]1[S:10][C:11]2[CH:17]=[CH:16][CH:15]=[CH:14][C:12]=2[N:13]=1.OO>>[CH:1]1([NH:7][S:8][C:9]2[S:10][C:11]3[CH:17]=[CH:16][CH:15]=[CH:14][C:12]=3[N:13]=2)[CH2:6][CH2:5][CH2:4][CH2:3][CH2:2]1. Conditions: temperature 45 celsius, time 30 minute. Yield: 75.6%. Reported procedure: Example 1 of DE-A-31 27 193 was reworked: in a 250 ml glass reactor, 59.9 g of 50% strength aqueous cyclohexylamine and 0.1 mol of 2-mercaptobenzothiazole were heated to 85° C. with vigorous stirring, with the resulting cyclohexylamine salt of 2-mercaptobenzothiazole going largely into solution. After the mixture had been cooled to 45° C., 92 g of 5% strength hydrogen peroxide (0.135 mol) were metered in over the course of 60 min with vigorous stirring. Stirring was continued for 30 min at the s... Yields the product C1(CCCCC1)NSC=1SC2=C(N1)C=CC=C2 (Cyclohexylbenzothiazolylsulphenamide). The reactants are Cl.Cl.NC=1C=CC(=NC1N)N1C[C@@H](CCC1)C(=O)N1CCOCC1 ((R)-(1-(5,6-diaminopyridin-2-yl)piperidin-3-yl)(morpholino)methanone dihydrochloride), C1(CC1)C1=CN=CC(=N1)C(OCC)=N (Ethyl 6-cyclopropylpyrazine-2-carbimidate), Cl.Cl.NC=1C=CC(=NC1N)N1C[C@@H](CCC1)C(=O)N1CCCC1 ((R)-(1-(5,6-diaminopyridin-2-yl)piperidin-3-yl)(pyrrolidin-1-yl)methanone dihydrochloride), NC1=C(C=CC(=N1)N1C[C@@H](CCC1)C(=O)N1CCOCC1)[N+](=O)[O-] ((R)-(1-(6-Amino-5-nitropyridin-2-yl)piperidin-3-yl)(morpholino)methanone). The product is C1(CC1)C1=CN=CC(=N1)C1=NC=2C(=NC(=CC2)N2C[C@@H](CCC2)C(=O)N2CCOCC2)N1 ((R)-(1-(2-(6-Cyclopropylpyrazin-2-yl)-3H-imidazo[4,5-b]pyridin-5-yl)piperidin-3-yl)(morpholino)methanone). RXN SMILES: Cl.Cl.[NH2:3][C:4]1[CH:5]=[CH:6][C:7]([N:11]2[CH2:16][CH2:15][CH2:14][C@@H:13]([C:17]([N:19]3[CH2:24][CH2:23][O:22][CH2:21][CH2:20]3)=[O:18])[CH2:12]2)=[N:8][C:9]=1[NH2:10].Cl.Cl.NC1C=CC(N2CCC[C@@H](C(N3CCCC3)=O)C2)=NC=1N.NC1N=C(N2CCC[C@@H](C(N3CCOCC3)=O)C2)C=CC=1[N+]([O-])=O.[CH:72]1([C:75]2[N:80]=[C:79]([C:81](=N)OCC)[CH:78]=[N:77][CH:76]=2)[CH2:74][CH2:73]1>>[CH:72]1([C:75]2[N:80]=[C:79]([C:81]3[NH:10][C:9]4=[N:8][C:7]([N:11]5[CH2:16][CH2:15][CH2:14][C@@H:13]([C:17]([N:19]6[CH2:20][CH2:21][O:22][CH2:23][CH2:24]6)=[O:18])[CH2:12]5)=[CH:6][CH:5]=[C:4]4[N:3]=3)[CH:78]=[N:77][CH:76]=2)[CH2:74][CH2:73]1 |f:0.1.2,3.4.5|. Procedure: The title compound was prepared by a method analogous to the one used for Example 95, but using (R)-(1-(5,6-diaminopyridin-2-yl)piperidin-3-yl)(morpholino)methanone dihydrochloride (synthesized by hydrogenation analogous to the one used for Intermediate 1, starting from Intermediate 40) and Intermediate 30. 1H NMR (300 MHz, DMSO-d6) δ 1.06 (dd, 2H), 1.20-1.33 (m, 3H), 1.54-1.74 (m, 3H), 1.80-1.93 (m, 1H), 2.19-2.33 (m, 2H), 2.79 (br s, 1H), 2.87-3.09 (m, 3H), 3.55 (m, 5H), 4.30-4.53 (m, 2H), 6.8... The reactants are O=C([O-])O, COCCO, COc1cc2c(Nc3cc(OC)c(Cl)cc3Cl)c(C#N)cnc2cc1F, [Na+], [Na]. Product: COCCOc1cc2ncc(C#N)c(Nc3cc(OC)c(Cl)cc3Cl)c2cc1OC. As a reaction SMILES: [C:33](=[O:34])([OH:35])[O-:36].[CH3:2][O:3][CH2:4][CH2:5][OH:6].[Cl:7][c:8]1[c:9]([NH:17][c:18]2[c:19]([C:31]#[N:32])[cH:20][n:21][c:22]3[cH:23][c:24]([F:30])[c:25]([O:28][CH3:29])[cH:26][c:27]23)[cH:10][c:11]([O:15][CH3:16])[c:12]([Cl:14])[cH:13]1.[Na+:37].[Na:1]>>[CH3:2][O:3][CH2:4][CH2:5][O:6][c:24]1[cH:23][c:22]2[n:21][cH:20][c:19]([C:31]#[N:32])[c:18]([NH:17][c:9]3[c:8]([Cl:7])[cH:13][c:12]([Cl:14])[c:11]([O:15][CH3:16])[cH:10]3)[c:27]2[cH:26][c:25]1[O:28][CH3:29]. The reactants are C(C)OC(=O)C(=CO)C=1N(C=CC1C(=O)OCC)CC1=CC=C(C=C1)OC (ethyl 2-{1-[(ethyloxy)carbonyl]-2-hydroxyethenyl}-1-{[4-(methyloxy)phenyl]methyl}-1H-pyrrole-3-carboxylate), C(C)(=O)[O-].[NH4+] (ammonium acetate). Run in C(C)O (ethanol). Reaction conditions: temperature 60 celsius, time 4 hour. The product is NC=C(C(=O)OCC)C=1N(C=CC1C(=O)OCC)CC1=CC=C(C=C1)OC (Ethyl 2-{2-amino-1-[(ethyloxy)carbonyl]ethenyl}-1-{[4-(methyloxy)phenyl]methyl}-1H-pyrrole-3-carboxylate). The yield is 75.9%. As a reaction SMILES: [CH2:1]([O:3][C:4]([C:6]([C:9]1[N:10]([CH2:19][C:20]2[CH:25]=[CH:24][C:23]([O:26][CH3:27])=[CH:22][CH:21]=2)[CH:11]=[CH:12][C:13]=1[C:14]([O:16][CH2:17][CH3:18])=[O:15])=[CH:7]O)=[O:5])[CH3:2].C([O-])(=O)C.[NH4+:32]>C(O)C>[NH2:32][CH:7]=[C:6]([C:9]1[N:10]([CH2:19][C:20]2[CH:25]=[CH:24][C:23]([O:26][CH3:27])=[CH:22][CH:21]=2)[CH:11]=[CH:12][C:13]=1[C:14]([O:16][CH2:17][CH3:18])=[O:15])[C:4]([O:3][CH2:1][CH3:2])=[O:5] |f:1.2|. Procedure details: A mixture of ethyl 2-{1-[(ethyloxy)carbonyl]-2-hydroxyethenyl}-1-{[4-(methyloxy)phenyl]methyl}-1H-pyrrole-3-carboxylate (6.59 g), ammonium acetate (6.47 g) and ethanol (80 ml) was stirred at 60° C. under argon for 4 h, at room temperature over night then heated at 60° C. for a further hour. After cooling the solvent was evaporated and the residue partitioned between ethyl acetate and water, extracting the separated aqueous layer three times with ethyl acetate. The combined organic layers were wa... The reactants are [Cl-], [Cl-], [Cl-], [Cl-], COc1c(Cl)cccc1C(C)(C)CC(O)(C=O)C(F)(F)F, ClCCl, Cc1ccc2[nH]c(=O)ccc2c1N, [Ti+4]. Yields the product COc1c(Cl)ccc2c1C(C)(C)CC(O)(C(F)(F)F)C2Nc1c(C)ccc2[nH]c(=O)ccc12. Reaction SMILES: [Cl-:38].[Cl-:39].[Cl-:40].[Cl-:41].[Cl:1][c:2]1[c:3]([O:20][CH3:21])[c:4]([C:8]([CH2:9][C:10]([CH:11]=[O:12])([C:13]([F:14])([F:15])[F:16])[OH:17])([CH3:18])[CH3:19])[cH:5][cH:6][cH:7]1.[Cl:35][CH2:36][Cl:37].[NH2:22][c:23]1[c:24]2[cH:25][cH:26][c:27](=[O:34])[nH:28][c:29]2[cH:30][cH:31][c:32]1[CH3:33].[Ti+4:42]>>[Cl:1][c:2]1[c:3]([O:20][CH3:21])[c:4]2[c:5]([cH:6][cH:7]1)[CH:11]([NH:22][c:23]1[c:24]3[cH:25][cH:26][c:27](=[O:34])[nH:28][c:29]3[cH:30][cH:31][c:32]1[CH3:33])[C:10]([C:13]([F:14])([F:15])[F:16])([OH:17])[CH2:9][C:8]2([CH3:18])[CH3:19]. Starting materials: C(C)OC(=O)C1(CC1)NC(=O)C=1N=CC=2C(N(C=CC2C1O)CC1=CC=CC=C1)=O (1-[(7-benzyl-4-hydroxy-8-oxo-7,8-dihydro-[2,7]naphthyridine-3-carbonyl)-amino]-cyclopropanecarboxylic acid ethyl ester), [OH-].[Na+] (NaOH), CO (MeOH), C1CCOC1 (THF). Solvent: C(=O)(O)[O-].[Na+] (NaHCO3). Reaction conditions: time 16 hour. Yields the product C(C1=CC=CC=C1)N1C=CC=2C(=C(N=CC2C1=O)C(=O)NC1(CC1)C(=O)O)O (1-[(7-Benzyl-4-hydroxy-8-oxo-7,8-dihydro-[2,7]naphthyridine-3-carbonyl)-amino]-cyclopropanecarboxylic acid). Isolated yield 41.6%. As a reaction SMILES: C([O:3][C:4]([C:6]1([NH:9][C:10]([C:12]2[N:13]=[CH:14][C:15]3[C:16](=[O:30])[N:17]([CH2:23][C:24]4[CH:29]=[CH:28][CH:27]=[CH:26][CH:25]=4)[CH:18]=[CH:19][C:20]=3[C:21]=2[OH:22])=[O:11])[CH2:8][CH2:7]1)=[O:5])C.[OH-].[Na+].CO.C1COCC1>C([O-])(O)=O.[Na+]>[CH2:23]([N:17]1[C:16](=[O:30])[C:15]2[CH:14]=[N:13][C:12]([C:10]([NH:9][C:6]3([C:4]([OH:5])=[O:3])[CH2:7][CH2:8]3)=[O:11])=[C:21]([OH:22])[C:20]=2[CH:19]=[CH:18]1)[C:24]1[CH:25]=[CH:26][CH:27]=[CH:28][CH:29]=1 |f:1.2,5.6|. Reported procedure: A mixture of 1-[(7-benzyl-4-hydroxy-8-oxo-7,8-dihydro-[2,7]naphthyridine-3-carbonyl)-amino]-cyclopropanecarboxylic acid ethyl ester (23 mg, 0.057 mmol), 2 M NaOH (3 mL), MeOH (3 mL) and THF (3 mL) was stirred at r.t. for 16 h, then concentrated to approximately one-third of its original volume. 1 M HCl was added to acidify the mixture to pH about 2, and the resulting suspension was extracted with EtOAc. The organic layer was dried over MgSO4 and concentrated. The crude product was purified by si... The reactants are CC(C)CC(NC(=O)OCc1ccccc1)C(=O)O, COC(=O)C(N)CC(C)C, CCN=C=NCCCN(C)C, CCOC(C)=O, Cl, Cl, CN(C)C=O, On1nnc2ccccc21. Yields the product COC(=O)C(CC(C)C)NC(=O)C(CC(C)C)NC(=O)OCc1ccccc1. RXN SMILES: [C:1](=[O:2])([O:3][CH2:4][c:5]1[cH:6][cH:7][cH:8][cH:9][cH:10]1)[NH:11][CH:12]([CH2:13][CH:14]([CH3:15])[CH3:16])[C:17](=[O:18])[OH:19].[CH3:21][O:22][C:23]([CH:24]([NH2:25])[CH2:26][CH:27]([CH3:28])[CH3:29])=[O:30].[CH3:42][N:43]([CH3:44])[CH2:45][CH2:46][CH2:47][N:48]=[C:49]=[N:50][CH2:51][CH3:52].[CH3:58][CH2:59][O:60][C:61](=[O:62])[CH3:63].[ClH:20].[ClH:41].[O:53]=[CH:54][N:55]([CH3:56])[CH3:57].[OH:31][n:32]1[c:33]2[cH:34][cH:35][cH:36][cH:37][c:38]2[n:39][n:40]1>>[C:1](=[O:2])([O:3][CH2:4][c:5]1[cH:6][cH:7][cH:8][cH:9][cH:10]1)[NH:11][CH:12]([CH2:13][CH:14]([CH3:15])[CH3:16])[C:17](=[O:19])[NH:25][CH:24]([C:23]([O:22][CH3:21])=[O:30])[CH2:26][CH:27]([CH3:28])[CH3:29].